From a dataset of the Open Reaction Database (ORD), a public repository of structured organic reaction records. describe an organic reaction: reactants, conditions, products, and yield Starting materials: COC(=O)c1cc(Cl)ccc1NC(=O)COCC(=O)O, Nc1cccc(-c2cccs2)c1. Product: COC(=O)c1cc(Cl)ccc1NC(=O)COCC(=O)Nc1cccc(-c2cccs2)c1. RXN SMILES: [Cl:13][c:14]1[cH:15][c:16]([C:29](=[O:30])[O:31][CH3:32])[c:17]([NH:20][C:21]([CH2:22][O:23][CH2:24][C:25](=[O:26])[OH:27])=[O:28])[cH:18][cH:19]1.[s:1]1[c:2](-[c:6]2[cH:7][c:8]([NH2:9])[cH:10][cH:11][cH:12]2)[cH:3][cH:4][cH:5]1>>[s:1]1[c:2](-[c:6]2[cH:7][c:8]([NH:9][C:25]([CH2:24][O:23][CH2:22][C:21]([NH:20][c:17]3[c:16]([C:29](=[O:30])[O:31][CH3:32])[cH:15][c:14]([Cl:13])[cH:19][cH:18]3)=[O:28])=[O:26])[cH:10][cH:11][cH:12]2)[cH:3][cH:4][cH:5]1.